The task is: describe an organic reaction: reactants, conditions, products, and yield. This data is from the Open Reaction Database (ORD), a public repository of structured organic reaction records. Starting materials: C[Si](C)(C)[N-][Si](C)(C)C.[Li+] (lithium bis(trimethylsilyl)amide), C1(=CC=CC=C1)C(C(=O)O)C (2-phenyl propionic acid), CC(CCI)(C)C (3,3-dimethyl-1-iodobutane). Solvent: C1CCOC1 (THF), O1CCCC1 (tetrahydrofuran). Run at temperature 50 celsius. Product: CC(C(=O)O)(CCC(C)(C)C)C1=CC=CC=C1 (2,5,5-trimethyl-2-phenylhexanoic Acid). As a reaction SMILES: C[Si]([N-][Si](C)(C)C)(C)C.[Li+].[C:11]1([CH:17]([CH3:21])[C:18]([OH:20])=[O:19])[CH:16]=[CH:15][CH:14]=[CH:13][CH:12]=1.[CH3:22][C:23]([CH3:28])([CH3:27])[CH2:24][CH2:25]I>O1CCCC1>[CH3:21][C:17]([C:11]1[CH:16]=[CH:15][CH:14]=[CH:13][CH:12]=1)([CH2:25][CH2:24][C:23]([CH3:28])([CH3:27])[CH3:22])[C:18]([OH:20])=[O:19] |f:0.1|. Procedure details: To a solution of lithium bis(trimethylsilyl)amide in (154.48 g, 0.923 mol) in tetrahydrofuran (350 mL) was added 2-phenyl propionic acid (50.0 g, 0.333 mol) over 27 minutes maintaining the temperature below 25° C. Following a THF rinse (35 mL), the solution was heated to 50° C. for 23 minutes. The solution was then cooled below 25° C. and 3,3-dimethyl-1-iodobutane (110.3 g, 0.416 mol) was added. The reaction mixture was heated to 60° C. for 31 h, then was cooled to RT, and concentrated to a thic... Starting materials: Pd Al2O3, [O-]P(=O)([O-])[O-].[K+].[K+].[K+] (K3PO4), NC1(CCN(CC1)C=1C=C(C(=O)OC(C)(C)C)C=C(N1)Cl)C (tert-butyl 2-(4-amino-4-methylpiperidin-1-yl)-6-chloroisonicotinate). Run at temperature 40 celsius, time 4 hour. The product is NC1(CCN(CC1)C=1C=C(C(=O)OC(C)(C)C)C=CN1)C (tert-butyl 2-(4-amino-4-methylpiperidin-1-yl)isonicotinate). RXN SMILES: [O-]P([O-])([O-])=O.[K+].[K+].[K+].[NH2:9][C:10]1([CH3:30])[CH2:15][CH2:14][N:13]([C:16]2[CH:17]=[C:18]([CH:26]=[C:27](Cl)[N:28]=2)[C:19]([O:21][C:22]([CH3:25])([CH3:24])[CH3:23])=[O:20])[CH2:12][CH2:11]1>>[NH2:9][C:10]1([CH3:30])[CH2:15][CH2:14][N:13]([C:16]2[CH:17]=[C:18]([CH:26]=[CH:27][N:28]=2)[C:19]([O:21][C:22]([CH3:25])([CH3:23])[CH3:24])=[O:20])[CH2:12][CH2:11]1 |f:0.1.2.3|. Procedure details: To a Parr hydrogenation vessel under a nitrogen atmosphere was charged 5% Pd/Al2O3 (1.02 g, 10 wt % load) and K3PO4 (6.92 g, 1.05 equiv) followed by the 1-methyl-2-pyrrolidinone solution from Example 13 (31.4 g of a 31 wt % solution, 29.9 mmol). The vessel was sealed and sparged with hydrogen and then warmed to 40° C. with shaking. After 4 hours, the vessel was sparged with nitrogen, cooled to ambient temperature and filtered. The catalyst and solids were rinsed with 1-methyl-2-pyrrolidinone (2×... The reactants are bis methoxymethyl, O,N- and O,O-bis methoxymethyl quinolones, [H-].[Na+] (Sodium hydride), NC=1C(NC2=CC=C(C=C2C1C1=C(C=CC(=C1)Cl)O)C(F)(F)F)=O (3-amino-4-(5-chloro-2-hydroxyphenyl)-6-(trifluoromethyl)quinolin-2(1H)-one), S(=O)(=O)(OC)OC (Dimethyl sulfate), B(Br)(Br)Br (boron tribromide), COCCl (chloromethyl methyl ether), [H-].[Na+] (sodium hydride). The solvent is CN(C)C=O (DMF), CN(C)C=O (DMF), [Cl-].[NH4+] (ammonium chloride), [Cl-].[NH4+] (ammonium chloride). Run at time 8 hour. The product is ClC=1C=CC(=C(C1)C1=C(C(NC2=CC=C(C=C12)C(F)(F)F)=O)NC)O (4-(5-chloro-2-hydroxyphenyl)-3-(methylamino)-6-(trifluoromethyl)quinolin-2(1H)-one). Yield: 21.0%. RXN SMILES: [H-].[Na+].[NH2:3][C:4]1[C:5](=[O:26])[NH:6][C:7]2[C:12]([C:13]=1[C:14]1[CH:19]=[C:18]([Cl:20])[CH:17]=[CH:16][C:15]=1[OH:21])=[CH:11][C:10]([C:22]([F:25])([F:24])[F:23])=[CH:9][CH:8]=2.[CH3:27]OCCl.S(OC)(OC)(=O)=O.B(Br)(Br)Br>[Cl-].[NH4+].CN(C=O)C>[Cl:20][C:18]1[CH:17]=[CH:16][C:15]([OH:21])=[C:14]([C:13]2[C:12]3[C:7](=[CH:8][CH:9]=[C:10]([C:22]([F:23])([F:25])[F:24])[CH:11]=3)[NH:6][C:5](=[O:26])[C:4]=2[NH:3][CH3:27])[CH:19]=1 |f:0.1,6.7|. Procedure: Sodium hydride (1.3 g, 27.9 mmol) was added to a solution of 3-amino-4-(5-chloro-2-hydroxyphenyl)-6-(trifluoromethyl)quinolin-2(1H)-one (4.7 g, 13.3 mmol) and dry DMF at ambient temperature under nitrogen. Neat chloromethyl methyl ether was added and the reaction was stirred overnight. The reaction was then diluted with saturated ammonium chloride and extracted with ethyl acetate. The organic layer was dried over magnesium sulfate and concentrated. Chromatography on silica gel was used to isolat... Starting materials: [N+](#[C-])C(C(=O)OCCCC)C (n-butyl α-isocyanopropionate), C(CCC)N(C1=CC=CC=C1)CCCC (N,N-dibutylaniline), ( A ). The product is CC=1N=COC1OCCCC (4-Methyl-5-n-butoxyoxazole). The yield is 98.7%. RXN SMILES: [N+:1]([CH:3]([CH3:11])[C:4]([O:6][CH2:7][CH2:8][CH2:9][CH3:10])=[O:5])#[C-:2].C(N(CCCC)C1C=CC=CC=1)CCC>>[CH3:11][C:3]1[N:1]=[CH:2][O:5][C:4]=1[O:6][CH2:7][CH2:8][CH2:9][CH3:10]. Procedure details: Example 5 is repeated except that a mixture of 11.8% by weight of n-butyl α-isocyanopropionate and 88.2% by weight of N,N-dibutylaniline is added continuously via the inlet (A). 4-Methyl-5-n-butoxyoxazole is obtained in a yield of 98.7% via the top takeoff B and the amine via the sidestream takeoff D. The reactants are BrC=1C=CC(=C(C(=O)N[C@H](C(=O)O)CC2=CC=C(C=C2)C2=C(C=CC=C2)OC2=CC=C(C=C2)C(F)(F)F)C1)OCCCCCCC ((2S)-(5-Bromo-2-heptyloxy-benzoylamino)-3-[2′-(4-trifluoromethyl-phenoxy)-biphenyl-4-yl]-propionic acid), FC(C1=CC=C(C=C1)B(O)O)(F)F (4-trifluoromethyl phenyl boronic acid). The product is C1(=CC=C(C=C1)C[C@@H](C(=O)O)NC(=O)C1=CC=C(C=C1)C1=CC=C(C=C1)C(F)(F)F)C1=CC=CC=C1 (3-Biphenyl-4-yl-(2S)-[(4′-trifluoromethyl-biphenyl-4-carbonyl)-amino]-propionic acid). The yield is 87.0%. RXN SMILES: Br[C:2]1[CH:3]=[CH:4][C:5](OCCCCCCC)=[C:6]([CH:38]=1)[C:7]([NH:9][C@@H:10]([CH2:14][C:15]1[CH:20]=[CH:19][C:18]([C:21]2[CH:26]=[CH:25][CH:24]=[CH:23][C:22]=2OC2C=CC(C(F)(F)F)=CC=2)=[CH:17][CH:16]=1)[C:11]([OH:13])=[O:12])=[O:8].[F:47][C:48]([F:59])([F:58])[C:49]1[CH:54]=[CH:53][C:52](B(O)O)=[CH:51][CH:50]=1>>[C:18]1([C:21]2[CH:22]=[CH:23][CH:24]=[CH:25][CH:26]=2)[CH:19]=[CH:20][C:15]([CH2:14][C@H:10]([NH:9][C:7]([C:6]2[CH:5]=[CH:4][C:3]([C:52]3[CH:53]=[CH:54][C:49]([C:48]([F:59])([F:58])[F:47])=[CH:50][CH:51]=3)=[CH:2][CH:38]=2)=[O:8])[C:11]([OH:13])=[O:12])=[CH:16][CH:17]=1. Reported procedure: 3-Biphenyl-4-yl-(2S)-[(5-bromo-benzoylamino)-propionic acid (100 mg, 0.23 mmol) was reacted with 4-trifluoromethyl phenyl boronic acid (0.133 mg, 0.69 mmol) by following general procedure D yielding the title compound (98 mg, 85%) as a white solid. Starting materials: C(C)(C)(C)OC(=O)N1[C@@H](C[C@@H](C1)F)C(=O)O ((2S,4S)-1-(tert-butoxycarbonyl)-4-fluoropyrrolidine-2-carboxylic acid), TEA, [OH-].[NH4+] (ammonium hydroxide), ClC(=O)OCC (ethyl chloroformate). Solvent: C1CCOC1 (THF). Reaction conditions: temperature -10 celsius, time 30 minute. Yields the product C(N)(=O)[C@H]1N(C[C@H](C1)F)C(=O)OC(C)(C)C (tert-Butyl (2S,4S)-2-carbamoyl-4-fluoropyrrolidine-1-carboxylate). Reaction SMILES: [C:1]([O:5][C:6]([N:8]1[CH2:12][C@@H:11]([F:13])[CH2:10][C@H:9]1[C:14]([OH:16])=O)=[O:7])([CH3:4])([CH3:3])[CH3:2].ClC(OCC)=O.[OH-].[NH4+:24]>C1COCC1>[C:14]([C@@H:9]1[CH2:10][C@H:11]([F:13])[CH2:12][N:8]1[C:6]([O:5][C:1]([CH3:4])([CH3:3])[CH3:2])=[O:7])(=[O:16])[NH2:24] |f:2.3|. Procedure: To a well stirred solution of (2S,4S)-1-(tert-butoxycarbonyl)-4-fluoropyrrolidine-2-carboxylic acid (50 g, 0.2145 mmol) in dry THF (1000 ml) was added TEA (32.49 g, 0.3217 mmol) at room temperature. The mixture was cooled to −10° C. and ethyl chloroformate (34.93 g, 0.3217 mmol) was added over period of 20 min. The mixture was stirred for 30 min at the same temperature under nitrogen atmosphere and aqueous ammonium hydroxide (500 ml) was added. The aqueous mixture was stirred at room temperature...